This data is from the Open Reaction Database (ORD), a public repository of structured organic reaction records. The task is: describe an organic reaction: reactants, conditions, products, and yield Reaction SMILES: [Br:1][C:2]1[CH:3]=[C:4]([NH2:12])[C:5]2[CH:6]=[N:7][N:8]([CH3:11])[C:9]=2[CH:10]=1.N1C=CC=CC=1.Cl[CH2:20][C:21]1[N:22]=[C:23]([C:26]([Cl:28])=O)[S:24][CH:25]=1.C(=O)(O)[O-:30].[Na+]>ClCCl.O>[Br:1][C:2]1[CH:10]=[C:9]2[C:5]([CH:6]=[N:7][N:8]2[CH3:11])=[C:4]([NH:12][C:20]([C:21]2[N:22]=[C:23]([CH2:26][Cl:28])[S:24][CH:25]=2)=[O:30])[CH:3]=1 |f:3.4|. Run in O (water), ClCCl (DCM), ClCCl (DCM), ClCCl (dichloromethane). Run at temperature 0 celsius, time 2 hour. Reactants: ClCC=1N=C(SC1)C(=O)Cl (4-(chloromethyl)-1,3-thiazole-2-carbonyl chloride), C([O-])(O)=O.[Na+] (sodium bicarbonate), BrC=1C=C(C=2C=NN(C2C1)C)N (6-Bromo-1-methyl-1H-indazol-4-amine), N1=CC=CC=C1 (pyridine). Procedure details: 6-Bromo-1-methyl-1H-indazol-4-amine (1 g, 4.42 mmol) was dissolved in dichloromethane (DCM) (10 mL) and pyridine (0.429 mL, 5.31 mmol) added. The mixture was cooled to 0° C. in an ice-water bath and 4-(chloromethyl)-1,3-thiazole-2-carbonyl chloride (0.867 g, 4.42 mmol) in DCM (10 ml) was added portionwise over 5 mins. The mixture was stirred for 2 hours and allowed to warm to room temperature. Saturated sodium bicarbonate solution (15 ml) was added and the mixture stirred vigorously for 10 mins.... Yields the product BrC1=CC(=C2C=NN(C2=C1)C)NC(=O)C=1N=C(SC1)CCl (N-(6-Bromo-1-methyl-1H-indazol-4-yl)-2-(chloromethyl)-1,3-thiazole-4-carboxamide). Starting materials: CN1C(C=CC2=CC=CN=C12)Cl (N-methylchloronaphthyridine), C(CN)N (ethylenediamine). Conditions: temperature 138 celsius. Product: CN1CC=2C=CC(=NC2CC1)NCCN (N1-(6-Methyl-5,6,7,8-tetrahydro-[1,6]naphthyridin-2-yl)-ethane-1,2-diamine). As a reaction SMILES: [CH3:1][N:2]1[C:11]2[C:6](=[CH:7][CH:8]=[CH:9][N:10]=2)[CH:5]=[CH:4][CH:3]1Cl.[CH2:13]([NH2:16])[CH2:14][NH2:15]>>[CH3:1][N:2]1[CH2:3][CH2:4][C:5]2[N:10]=[C:9]([NH:15][CH2:14][CH2:13][NH2:16])[CH:8]=[CH:7][C:6]=2[CH2:11]1. Reported procedure: The product from Step A was dissolved in 10 equiv. of ethylenediamine and heated at 138° C. in a sealed tube for 18 hrs. The excess ethylenediamine was removed by distillation to provide the title compound as a brown oil. MS (M+H)+=207.0.